This data is from the Open Reaction Database (ORD), a public repository of structured organic reaction records. The task is: describe an organic reaction: reactants, conditions, products, and yield Starting materials: CCOC(C)=O, CC(=O)OC1CSC(O)C(OC(C)=O)C1OC(C)=O, ClCCl, CCCCCC, N#CC(Cl)(Cl)Cl, [H-], [Na+]. Product: CC(=O)OC1CSC(OC(=N)C(Cl)(Cl)Cl)C(OC(C)=O)C1OC(C)=O. Reaction SMILES: [C:34]([O:35][CH2:36][CH3:37])(=[O:38])[CH3:39].[C:9]([CH3:10])(=[O:11])[O:12][CH:13]1[CH:14]([OH:15])[S:16][CH2:17][CH:18]([O:24][C:25]([CH3:26])=[O:27])[CH:19]1[O:20][C:21]([CH3:22])=[O:23].[CH2:40]([Cl:41])[Cl:42].[CH3:28][CH2:29][CH2:30][CH2:31][CH2:32][CH3:33].[Cl:1][C:2]([C:3]#[N:4])([Cl:5])[Cl:6].[H-:8].[Na+:7]>>[Cl:1][C:2]([C:3](=[NH:4])[O:15][CH:14]1[CH:13]([O:12][C:9]([CH3:10])=[O:11])[CH:19]([O:20][C:21]([CH3:22])=[O:23])[CH:18]([O:24][C:25]([CH3:26])=[O:27])[CH2:17][S:16]1)([Cl:5])[Cl:6].